This data is from the Open Reaction Database (ORD), a public repository of structured organic reaction records. The task is: describe an organic reaction: reactants, conditions, products, and yield Starting materials: OP(=O)(O)O (H3PO4), ClC1=C(C(=C(C=C1OC)OC)Cl)NC(N(C)C1=CC(=NC=N1)NC1=C(C=C(C=C1)N1CCN(CC1)C(C)C)NC(C=C)=O)=O (N-(2-((6-(3-(2,6-dichloro-3,5-dimethoxyphenyl)-1-methylureido)pyrimidin-4-yl)amino)-5-(4-isopropylpiperazin-1-yl)phenyl)acrylamide). Solvent: C1CCOC1.CO (THF MeOH). Reaction conditions: time 30 minute. The product is P(O)(O)(O)=O.ClC1=C(C(=C(C=C1OC)OC)Cl)NC(N(C)C1=CC(=NC=N1)NC1=C(C=C(C=C1)N1CCN(CC1)C(C)C)NC(C=C)=O)=O (N-(2-((6-(3-(2,6-dichloro-3,5-dimethoxyphenyl)-1-methylureido)pyrimidin-4-yl)amino)-5-(4-isopropylpiperazin-1-yl)phenyl)acrylamide phosphoric acid). RXN SMILES: [OH:1][P:2]([OH:5])([OH:4])=[O:3].[Cl:6][C:7]1[C:12]([O:13][CH3:14])=[CH:11][C:10]([O:15][CH3:16])=[C:9]([Cl:17])[C:8]=1[NH:18][C:19](=[O:49])[N:20]([C:22]1[N:27]=[CH:26][N:25]=[C:24]([NH:28][C:29]2[CH:34]=[CH:33][C:32]([N:35]3[CH2:40][CH2:39][N:38]([CH:41]([CH3:43])[CH3:42])[CH2:37][CH2:36]3)=[CH:31][C:30]=2[NH:44][C:45](=[O:48])[CH:46]=[CH2:47])[CH:23]=1)[CH3:21]>C1COCC1.CO>[P:2](=[O:1])([OH:5])([OH:4])[OH:3].[Cl:17][C:9]1[C:10]([O:15][CH3:16])=[CH:11][C:12]([O:13][CH3:14])=[C:7]([Cl:6])[C:8]=1[NH:18][C:19](=[O:49])[N:20]([C:22]1[N:27]=[CH:26][N:25]=[C:24]([NH:28][C:29]2[CH:34]=[CH:33][C:32]([N:35]3[CH2:40][CH2:39][N:38]([CH:41]([CH3:43])[CH3:42])[CH2:37][CH2:36]3)=[CH:31][C:30]=2[NH:44][C:45](=[O:48])[CH:46]=[CH2:47])[CH:23]=1)[CH3:21] |f:2.3,4.5|. Procedure: The title compound was synthesized following the approach outlined in Procedure 2J (Example 145), substituting 4-(4-isopropylpiperazin-1-yl)-2-nitroaniline (procedure shown below) in step (b) and omitting steps (d) and (e) to afford the free base of the title compound (0.1 g, overall yield: 9.7%) as an off-white solid. MS (ESI): 643.1 [M+H]+. 85% H3PO4 was slowly added to a solution of N-(2-((6-(3-(2,6-dichloro-3,5-dimethoxyphenyl)-1-methylureido)pyrimidin-4-yl)amino)-5-(4-isopropylpiperazin-1-y... The reactants are CCCCCCCCC=CCCCCCCCC(=O)OC, C[O-], NC1CCCCC1N, [Na+], c1ccccc1. Yields the product CCCCCCCCC=CCCCCCCCC(=O)NC1CCCCC1N. RXN SMILES: [C:12]([CH2:13][CH2:14][CH2:15][CH2:16][CH2:17][CH2:18][CH2:19][CH:20]=[CH:21][CH2:22][CH2:23][CH2:24][CH2:25][CH2:26][CH2:27][CH2:28][CH3:29])(=[O:30])[O:31][CH3:32].[CH3:1][O-:2].[NH2:4][CH:5]1[CH:6]([NH2:11])[CH2:7][CH2:8][CH2:9][CH2:10]1.[Na+:3].[cH:33]1[cH:34][cH:35][cH:36][cH:37][cH:38]1>>[NH:4]([CH:5]1[CH:6]([NH2:11])[CH2:7][CH2:8][CH2:9][CH2:10]1)[C:12]([CH2:13][CH2:14][CH2:15][CH2:16][CH2:17][CH2:18][CH2:19][CH:20]=[CH:21][CH2:22][CH2:23][CH2:24][CH2:25][CH2:26][CH2:27][CH2:28][CH3:29])=[O:30]. Isolated yield 176.7%. RXN SMILES: [C:1]([C:3]1[CH:33]=[CH:32][C:6]([CH2:7][CH:8]([C:16]([NH:18][S:19]([C:22]2C=C[C:29]3[C:24](=[CH:25][CH:26]=[CH:27][CH:28]=3)[CH:23]=2)(=[O:21])=[O:20])=[O:17])[C:9](N(CC)CC)=[O:10])=[CH:5][CH:4]=1)#[N:2].C(/S(N)(=O)=[O:43])=C\C1C=CC=CC=1>>[C:1]([C:3]1[CH:4]=[CH:5][C:6]([CH2:7][CH:8]([C:16](=[O:17])[NH:18][S:19](/[CH:22]=[CH:23]/[C:24]2[CH:29]=[CH:28][CH:27]=[CH:26][CH:25]=2)(=[O:20])=[O:21])[C:9]([OH:10])=[O:43])=[CH:32][CH:33]=1)#[N:2]. The product is C(#N)C1=CC=C(CC(C(=O)O)C(NS(=O)(=O)\C=C\C2=CC=CC=C2)=O)C=C1 (2-(4-cyanobenzyl)-3-oxo-3-[((E)-styrylsulfonyl)amino]propionic acid). Reactants: Example 152 ( 3 ), Example 1 ( 3 ), C(#N)C1=CC=C(CC(C(=O)N(CC)CC)C(=O)NS(=O)(=O)C2=CC3=CC=CC=C3C=C2)C=C1 (2-(4-cyanobenzyl)-N,N-diethyl-N′-(2-naphthylsulfonyl)malonamide), C(=C\C1=CC=CC=C1)/S(=O)(=O)N (trans-β-styrenesulfonamide). Procedure: In the same manner as in Example 152 (3), the object compound was obtained using the compound (1.57 g) obtained in Example 111 (2) and trans-β-styrenesulfonamide (1.25 g). This was subjected to hydrolysis in the same manner as in Example 1 (3) to give the title compound (2.30 g) as a white powder. Starting materials: Cupric acetate, N1(CCCC2=CC=CC=C12)C1=CC(CCC1)=O (3-(1,2,3,4-tetrahydro-1-quinolinyl)-2-cyclohexen-1-one), O (water). Reagents/catalysts: C(C)(=O)[O-].[Pd+2].C(C)(=O)[O-] (palladium (II) acetate). Run in CN(C)C=O (DMF). Product: C1=C2C=3C(CCCC3N3C2=C(C=C1)CCC3)=O (5,6,9,10-Tetrahydro-4H-pyrido[3,2,1-jk]carbazol-11(8H)-one). Isolated yield 98.9%. As a reaction SMILES: [N:1]1([C:11]2[CH2:16][CH2:15][CH2:14][C:13](=[O:17])[CH:12]=2)[C:10]2[C:5](=[CH:6][CH:7]=[CH:8][CH:9]=2)[CH2:4][CH2:3][CH2:2]1.O>CN(C=O)C.C([O-])(=O)C.[Pd+2].C([O-])(=O)C>[CH:8]1[CH:7]=[CH:6][C:5]2[CH2:4][CH2:3][CH2:2][N:1]3[C:10]=2[C:9]=1[C:12]1[C:13](=[O:17])[CH2:14][CH2:15][CH2:16][C:11]=13 |f:3.4.5|. Reported procedure: Cupric acetate (878 mg) was added to a solution of 3-(1,2,3,4-tetrahydro-1-quinolinyl)-2-cyclohexen-1-one (500 mg) and palladium (II) acetate (100 mg) in dry DMF (10 ml). The mixture was heated at 135° under nitrogen for 3 h, cooled, poured into water (100 ml) and extracted with ethyl acetate (4×50 ml). The combined, dried organic extracts were evaporated to give a solid (ca. 490 mg) which was purified by FCC eluting with ethyl acetate:hexane (2:1) to give the title compound (285 mg), m.p. 160°-...